This data is from the Open Reaction Database (ORD), a public repository of structured organic reaction records. The task is: describe an organic reaction: reactants, conditions, products, and yield Product: C[Si](CCOCN(C1=C(C(=NC=2N1N=CC2C=2C=NC1=CC=CC=C1C2)C2CCC(CC2)CC(=O)OCC)Br)COCC[Si](C)(C)C)(C)C (ethyl 2-(4-(7-(bis((2-(trimethylsilyl)ethoxy)methyl)amino)-6-bromo-3-(quinolin-3-yl)pyrazolo[1,5-a]pyrimidin-5-yl)cyclohexyl)acetate). The reactants are C[Si](CCOCN(C1=CC(=NC=2N1N=CC2C=2C=NC1=CC=CC=C1C2)C2CCC(CC2)CC(=O)OCC)COCC[Si](C)(C)C)(C)C (ethyl 2-(4-(7-(bis((2-(trimethylsilyl)ethoxy)-methyl)amino)-3-(quinolin-3-yl)pyrazolo[1,5-a]pyrimidin-5-yl)cyclohexyl)acetate), BrN1C(CCC1=O)=O (N-bromosuccinimide). Run in C(C)#N (acetonitrile). Reaction conditions: time 1 hour. Isolated yield 92.7%. Procedure details: To a 25 mL roundbottom flask was charged ethyl 2-(4-(7-(bis((2-(trimethylsilyl)ethoxy)-methyl)amino)-3-(quinolin-3-yl)pyrazolo[1,5-a]pyrimidin-5-yl)cyclohexyl)acetate (198 mg, 287 μmol) and acetonitrile (10 mL). To this solution was added N-bromosuccinimide (56 mg, 316 μmol). The resulting reaction mixture was stirred at room temperature for 1 hour. The reaction mixture was concentrated in vacuo and the resulting oil was then purified via silica gel chromatography (0% to 30% ethyl acetate in hex... RXN SMILES: [CH3:1][Si:2]([CH3:48])([CH3:47])[CH2:3][CH2:4][O:5][CH2:6][N:7]([CH2:39][O:40][CH2:41][CH2:42][Si:43]([CH3:46])([CH3:45])[CH3:44])[C:8]1[N:13]2[N:14]=[CH:15][C:16]([C:17]3[CH:18]=[N:19][C:20]4[C:25]([CH:26]=3)=[CH:24][CH:23]=[CH:22][CH:21]=4)=[C:12]2[N:11]=[C:10]([CH:27]2[CH2:32][CH2:31][CH:30]([CH2:33][C:34]([O:36][CH2:37][CH3:38])=[O:35])[CH2:29][CH2:28]2)[CH:9]=1.[Br:49]N1C(=O)CCC1=O>C(#N)C>[CH3:44][Si:43]([CH3:46])([CH3:45])[CH2:42][CH2:41][O:40][CH2:39][N:7]([CH2:6][O:5][CH2:4][CH2:3][Si:2]([CH3:1])([CH3:47])[CH3:48])[C:8]1[N:13]2[N:14]=[CH:15][C:16]([C:17]3[CH:18]=[N:19][C:20]4[C:25]([CH:26]=3)=[CH:24][CH:23]=[CH:22][CH:21]=4)=[C:12]2[N:11]=[C:10]([CH:27]2[CH2:32][CH2:31][CH:30]([CH2:33][C:34]([O:36][CH2:37][CH3:38])=[O:35])[CH2:29][CH2:28]2)[C:9]=1[Br:49]. The reactants are Cl.C[Si](CCCCCCCCCCCCCCNC1=CC=C(C(=O)Cl)C=C1)(C)C (4-[14-(trimethylsilyl)tetradecylamino]benzoyl chloride hydrochloride), CS(=O)(=O)N (methanesulfonamide). Run in N1=CC=CC=C1 (pyridine). Product: C[Si](CCCCCCCCCCCCCCNC1=CC=C(C(=O)NS(=O)(=O)C)C=C1)(C)C (N-[4-[14-(Trimethylsilyl)tetradecylamino]benzoyl]methanesulfonamide). As a reaction SMILES: Cl.[CH3:2][Si:3]([CH3:29])([CH3:28])[CH2:4][CH2:5][CH2:6][CH2:7][CH2:8][CH2:9][CH2:10][CH2:11][CH2:12][CH2:13][CH2:14][CH2:15][CH2:16][CH2:17][NH:18][C:19]1[CH:27]=[CH:26][C:22]([C:23](Cl)=[O:24])=[CH:21][CH:20]=1.[CH3:30][S:31]([NH2:34])(=[O:33])=[O:32]>N1C=CC=CC=1>[CH3:2][Si:3]([CH3:29])([CH3:28])[CH2:4][CH2:5][CH2:6][CH2:7][CH2:8][CH2:9][CH2:10][CH2:11][CH2:12][CH2:13][CH2:14][CH2:15][CH2:16][CH2:17][NH:18][C:19]1[CH:27]=[CH:26][C:22]([C:23]([NH:34][S:31]([CH3:30])(=[O:33])=[O:32])=[O:24])=[CH:21][CH:20]=1 |f:0.1|. Procedure details: A solution of 12.3 g. of 4-[14-(trimethylsilyl)tetradecylamino]benzoyl chloride hydrochloride and 2.8 g. of methanesulfonamide in 150 ml. of pyridine is stirred at reflux for 2 hours and then evaporated in vacuo. The residue is partitioned between water and diethyl ether, the aqueous layer acidified with 1N hydrochloric acid, and the organic layer separated, dried with magnesium sulfate and evaporated. Crystallization of the residue affords the product as a white solid. Starting materials: CCOC(=O)CC(=O)OCC, ClC(Cl)(Cl)Cl, CCO, Cc1cc([N+](=O)[O-])c(Oc2ccc(F)cc2F)cc1C(=O)Cl, [Mg], O=S(=O)(O)O. Yields the product CCOC(=O)C(C(=O)OCC)C(=O)c1cc(Oc2ccc(F)cc2F)c([N+](=O)[O-])cc1C. As a reaction SMILES: [C:1]([CH2:2][C:3](=[O:4])[O:5][CH2:6][CH3:7])(=[O:8])[O:9][CH2:10][CH3:11].[C:40]([Cl:41])([Cl:42])([Cl:43])[Cl:44].[CH3:45][CH2:46][OH:47].[F:13][c:14]1[c:15]([O:16][c:17]2[c:18]([N+:27](=[O:28])[O-:29])[cH:19][c:20]([CH3:26])[c:21]([C:22](=[O:23])[Cl:24])[cH:25]2)[cH:30][cH:31][c:32]([F:34])[cH:33]1.[Mg:12].[S:35](=[O:36])(=[O:37])([OH:38])[OH:39]>>[C:1]([CH:2]([C:3](=[O:4])[O:5][CH2:6][CH3:7])[C:22]([c:21]1[c:20]([CH3:26])[cH:19][c:18]([N+:27](=[O:28])[O-:29])[c:17]([O:16][c:15]2[c:14]([F:13])[cH:33][c:32]([F:34])[cH:31][cH:30]2)[cH:25]1)=[O:23])(=[O:8])[O:9][CH2:10][CH3:11]. Starting materials: N1C(=S)NC(=O)CC1=O (2-thiobarbituric acid), FC1=CC=C(C=C1)N=C=O (4-fluorophenyl isocyanate). Solvent: N1=CC=CC=C1 (pyridine). Reaction conditions: temperature 90 celsius, time 8 hour. Yields the product FC1=CC=C(C=C1)NC(=O)C=1C(NC(NC1O)=S)=O (N-(4-fluorophenyl)-1,2,3,4-tetrahydro-6-hydroxy-4-oxo-2-thioxo-5-pyrimidinecarboxamide). As a reaction SMILES: [NH:1]1[C:8](=[O:9])[CH2:7][C:5](=[O:6])[NH:4][C:2]1=[S:3].[F:10][C:11]1[CH:16]=[CH:15][C:14]([N:17]=[C:18]=[O:19])=[CH:13][CH:12]=1>N1C=CC=CC=1>[F:10][C:11]1[CH:16]=[CH:15][C:14]([NH:17][C:18]([C:7]2[C:8](=[O:9])[NH:1][C:2](=[S:3])[NH:4][C:5]=2[OH:6])=[O:19])=[CH:13][CH:12]=1. Procedure details: 2-thiobarbituric acid (14.4 g) was suspended in pyridine and 4-fluorophenyl isocyanate (13.7 g) was added thereto. The reaction mixture was maintained at 90° C. for one hour, and thereafter left overnight at room temperature. The solids formed were collected, washed with pyridine, re-suspended in ethanol, and again collected and dried. A pale pink powder product was thereby obtained, mp >250° C. (dec.), NMR (DMSO) 7.0-7.7δ (multiplet, integral 4); 10.7-11.4δ (overlapping broad singlets, combined... Starting materials: BrC1=C(N)C(=CC(=C1)Br)[N+](=O)[O-] (2,4-dibromo-6-nitroaniline), OC1=CC=C(C(=O)O)C=C1 (p-hydroxybenzoic acid), CC1=CC=C(C=C1)O (p-methylphenol), NC1=C(C=C(C(=O)O)C=C1)[N+](=O)[O-] (4-amino-3-nitrobenzoic acid). The product is BrC1=CC(=CC2=NN(N=C21)C2=C(C=CC(=C2)C)O)Br (4,6-dibromo-2-(2'-hydroxy-5'-methylphenyl)benzotriazol). Yield: 60.0%. RXN SMILES: [Br:1][C:2]1[CH:8]=[C:7]([Br:9])[CH:6]=[C:5]([N+:10]([O-])=O)[C:3]=1[NH2:4].[CH3:13][C:14]1[CH:19]=[CH:18][C:17]([OH:20])=[CH:16][CH:15]=1.[NH2:21]C1C=CC(C(O)=O)=CC=1[N+]([O-])=O.OC1C=CC(C(O)=O)=CC=1>>[Br:1][C:2]1[C:3]2[C:5](=[N:10][N:21]([C:16]3[CH:15]=[C:14]([CH3:13])[CH:19]=[CH:18][C:17]=3[OH:20])[N:4]=2)[CH:6]=[C:7]([Br:9])[CH:8]=1. Reported procedure: Example 1 was repeated except that 59.2 g (200 mmoles) of the 2,4-dibromo-6-nitroaniline and 21.6 g (200 mmoles) of p-methylphenol were used instead of 36.4 g (200 mmoles) of 4-amino-3-nitrobenzoic acid and 27.6 g (200 mmoles) of p-hydroxybenzoic acid respectively to obtain 4,6-dibromo-2-(2'-hydroxy-5'-methylphenyl)benzotriazol. The yield was 60%. The reactants are [OH-].[Na+] (sodium hydroxide), OO (hydrogen peroxide), solution, B (borane), C(C1=CC=CC=C1)OCC1=CCCCO1 (6-benzyloxymethyl-3,4-dihydro-2H-pyran). Run in O1CCCC1 (tetrahydrofuran), O1CCCC1 (tetrahydrofuran). Run at time 3 hour. Yields the product C(C1=CC=CC=C1)OC[C@@H]1OCCC[C@H]1O (trans-2-Benzyloxymethyltetrahydropyran-3-ol). RXN SMILES: B.[CH2:2]([O:9][CH2:10][C:11]1[O:16][CH2:15][CH2:14][CH2:13][CH:12]=1)[C:3]1[CH:8]=[CH:7][CH:6]=[CH:5][CH:4]=1.[OH-:17].[Na+].OO>O1CCCC1>[CH2:2]([O:9][CH2:10][C@H:11]1[C@H:12]([OH:17])[CH2:13][CH2:14][CH2:15][O:16]1)[C:3]1[CH:8]=[CH:7][CH:6]=[CH:5][CH:4]=1 |f:2.3|. Procedure: A 1M solution of borane in 29.3 ml of tetrahydrofuran was added dropwise to a solution of 9.00 g of 6-benzyloxymethyl-3,4-dihydro-2H-pyran (prepared as described in Preparation 1) dissolved in 30 ml of tetrahydrofuran at a temperature, whilst maintaining the temperature in the range from -5° C. to 0° C. The reaction mixture was then stirred at room temperature for 3 hours, after which a 10% w/v aqueous solution of sodium hydroxide was added dropwise. 10.8 ml of 30% v/v aqueous hydrogen peroxide ... Starting materials: NC1=C(C(=CC(=C1)Cl)Cl)S(=O)(=O)N (2-amino-4,6-dichlorobenzenesulfonamide), C(C)(C)N=C=S (isopropyl isothiocyanate), [Cl-] (chloride), CN(C)C=O (DMF). Reagents/catalysts: [Cu] (copper). Run in CO (methanol). Reaction conditions: temperature 100 celsius. Product: ClC=1C=C(C2=C(NC(=NS2(=O)=O)NC(C)C)C1)Cl (6,8-Dichloro-3-isopropylamino-4H-1,2,4-benzothiadiazine 1,1-dioxide). RXN SMILES: [NH2:1][C:2]1[CH:7]=[C:6]([Cl:8])[CH:5]=[C:4]([Cl:9])[C:3]=1[S:10]([NH2:13])(=[O:12])=[O:11].[CH:14]([N:17]=[C:18]=S)([CH3:16])[CH3:15].[Cl-].CN(C=O)C>[Cu].CO>[Cl:8][C:6]1[CH:5]=[C:4]([Cl:9])[C:3]2[S:10](=[O:12])(=[O:11])[N:13]=[C:18]([NH:17][CH:14]([CH3:16])[CH3:15])[NH:1][C:2]=2[CH:7]=1. Procedure details: A mixture of 2-amino-4,6-dichlorobenzenesulfonamide (1.0 g), isopropyl isothiocyanate (0.84 g), copper(l) chloride (0.4 g), and DMF (1.5 ml) was heated at 100° C. for 2 h. Then 5 ml of methanol was added and the precipitated material was removed by filtration. Evaporation of the solvent in vacuo and subsequent treatment of the residue with 25 ml of ethyl acetate gave a yellow precipitate, which was collected by filtration and recrystallized from ethanol to give the title compound as white crysta...